From a dataset of the Open Reaction Database (ORD), a public repository of structured organic reaction records. describe an organic reaction: reactants, conditions, products, and yield The reactants are COS(=O)(=O)C(F)(F)F, COCCC1CNCCN1, CC(C)c1nc2c(s1)Nc1ccccc1NC2=S, ClCCl, c1ccncc1. Product: COCCC1CN(C2=Nc3ccccc3Nc3sc(C(C)C)nc32)CCN1. Reaction SMILES: [CH3:19][O:20][S:21]([C:22]([F:23])([F:24])[F:25])(=[O:26])=[O:27].[CH3:28][O:29][CH2:30][CH2:31][CH:32]1[NH:33][CH2:34][CH2:35][NH:36][CH2:37]1.[CH:1]([CH3:2])([CH3:3])[c:4]1[n:5][c:6]2[c:12]([s:13]1)[NH:11][c:10]1[c:9]([cH:17][cH:16][cH:15][cH:14]1)[NH:8][C:7]2=[S:18].[Cl:38][CH2:39][Cl:40].[cH:41]1[cH:42][cH:43][n:44][cH:45][cH:46]1>>[CH:1]([CH3:2])([CH3:3])[c:4]1[n:5][c:6]2[c:12]([s:13]1)[NH:11][c:10]1[c:9]([cH:17][cH:16][cH:15][cH:14]1)[N:8]=[C:7]2[N:36]1[CH2:35][CH2:34][NH:33][CH:32]([CH2:31][CH2:30][O:29][CH3:28])[CH2:37]1.